Dataset: the Open Reaction Database (ORD), a public repository of structured organic reaction records. Task: describe an organic reaction: reactants, conditions, products, and yield Reactants: COC(=O)c1ccc(CO)cc1, CCOP(OCC)OCC. Yields the product CCOP(OCC)OCc1ccc(C(=O)OC)cc1. Reaction SMILES: [OH:1][CH2:2][c:3]1[cH:4][cH:5][c:6]([C:7](=[O:8])[O:9][CH3:10])[cH:11][cH:12]1.[P:13]([O:14][CH2:15][CH3:16])([O:17][CH2:18][CH3:19])[O:20][CH2:21][CH3:22]>>[O:1]([CH2:2][c:3]1[cH:4][cH:5][c:6]([C:7](=[O:8])[O:9][CH3:10])[cH:11][cH:12]1)[P:13]([O:14][CH2:15][CH3:16])[O:17][CH2:18][CH3:19]. Starting materials: C1(C=2C(C(=O)O1)=CC=CC2)=O (phthalic anhydride), [Al+3].[Cl-].[Cl-].[Cl-] (AlCl3), C(C)[Zn]CC (diethylzinc), C(C)(C)(CC)C1=CC=CC=C1 (tert-amylbenzene). Yields the product C(C)(C)(CC)C1=CC=C(C(=O)C2=C(C(=O)O)C=CC=C2)C=C1 (2-(4'-tert-amylbenzoyl)-benzoic acid). The yield is 79.8%. As a reaction SMILES: [C:1]1(=[O:11])[O:6][C:4](=[O:5])[C:3]2=[CH:7][CH:8]=[CH:9][CH:10]=[C:2]12.[Al+3].[Cl-].[Cl-].[Cl-].C([Zn]CC)C.[C:21]([C:26]1[CH:31]=[CH:30][CH:29]=[CH:28][CH:27]=1)([CH2:24][CH3:25])([CH3:23])[CH3:22]>>[C:21]([C:26]1[CH:27]=[CH:28][C:29]([C:4]([C:3]2[CH:7]=[CH:8][CH:9]=[CH:10][C:2]=2[C:1]([OH:6])=[O:11])=[O:5])=[CH:30][CH:31]=1)([CH2:24][CH3:25])([CH3:22])[CH3:23] |f:1.2.3.4|. Procedure: 74 g (0.5 mole) of phthalic anhydride were reacted with 128 g (1.05 moles) of AlCl3 and 25 g (0.2 mole) of diethylzinc in 74 g of tert-amylbenzene, similarly to Example 1. After the mixture had been worked up, 118 g (80% of theory) of pure 2-(4'-tert-amylbenzoyl)-benzoic acid were obtained. Reactants: Br (hydrobromic acid), BrC=1C=C2C=CC(=CC2=CC1)C(C=[N+]=[N-])=O (1-(6-Bromonaphthalen-2-yl)-2-diazoethanone), C(=O)(O)[O-].[Na+] (NaHCO3). The solvent is C(C)(=O)OCC (ethyl acetate). Conditions: time 3 hour. Yields the product BrCC(=O)C1=CC2=CC=C(C=C2C=C1)Br (2-bromo-1-(6-bromonaphthalen-2-yl)-ethanone). As a reaction SMILES: [Br:1][C:2]1[CH:3]=[C:4]2[C:9](=[CH:10][CH:11]=1)[CH:8]=[C:7]([C:12](=[O:16])[CH:13]=[N+]=[N-])[CH:6]=[CH:5]2.[BrH:17].C([O-])(O)=O.[Na+]>C(OCC)(=O)C>[Br:17][CH2:13][C:12]([C:7]1[CH:6]=[CH:5][C:4]2[C:9](=[CH:10][CH:11]=[C:2]([Br:1])[CH:3]=2)[CH:8]=1)=[O:16] |f:2.3|. Reported procedure: 1-(6-Bromonaphthalen-2-yl)-2-diazoethanone (34.7 g) were dissolved in ethyl acetate (500 mL), and hydrobromic acid solution (21.1 mL, 5.7 M in acetic acid) was added at 0° C. Reaction mixture was stirred 3 hours, NaHCO3 solution (200 mL) was added, and mixture was stirred 10 minutes. Ethyl acetate solution was extracted twice with NaHCO3 solution (50 mL), once with brine (50 mL), and evaporated under vacuum, giving 2-bromo-1-(6-bromonaphthalen-2-yl)-ethanone (33.0 g, crude) as a tan solid. Reactants: CCOC(=O)C(Br)c1ccccc1, O=C([O-])[O-], Oc1ccccc1OCc1ccccc1, CC(C)=O, [K+], [K+]. The product is CCOC(=O)C(Oc1ccccc1OCc1ccccc1)c1ccccc1. As a reaction SMILES: [Br:1][CH:2]([C:3](=[O:4])[O:5][CH2:6][CH3:7])[c:8]1[cH:9][cH:10][cH:11][cH:12][cH:13]1.[C:29](=[O:30])([O-:31])[O-:32].[CH2:14]([c:15]1[cH:16][cH:17][cH:18][cH:19][cH:20]1)[O:21][c:22]1[c:23]([OH:28])[cH:24][cH:25][cH:26][cH:27]1.[CH3:35][C:36](=[O:37])[CH3:38].[K+:33].[K+:34]>>[CH:2]([C:3](=[O:4])[O:5][CH2:6][CH3:7])([c:8]1[cH:9][cH:10][cH:11][cH:12][cH:13]1)[O:28][c:23]1[c:22]([O:21][CH2:14][c:15]2[cH:16][cH:17][cH:18][cH:19][cH:20]2)[cH:27][cH:26][cH:25][cH:24]1. The reactants are CCN(CC)c1ccccc1, Cc1ccccc1, CNC(=O)Oc1c(Cl)cc(N)cc1COC, CC(C)OC(=O)Cl. Yields the product CNC(=O)Oc1c(Cl)cc(NC(=O)OC(C)C)cc1COC. As a reaction SMILES: [CH2:17]([N:18]([CH2:19][CH3:20])[c:21]1[cH:22][cH:23][cH:24][cH:25][cH:26]1)[CH3:27].[CH3:35][c:36]1[cH:37][cH:38][cH:39][cH:40][cH:41]1.[Cl:1][c:2]1[cH:3][c:4]([NH2:5])[cH:6][c:7]([CH2:14][O:15][CH3:16])[c:8]1[O:9][C:10]([NH:11][CH3:12])=[O:13].[Cl:28][C:29](=[O:30])[O:31][CH:32]([CH3:33])[CH3:34]>>[Cl:1][c:2]1[cH:3][c:4]([NH:5][C:29](=[O:30])[O:31][CH:32]([CH3:33])[CH3:34])[cH:6][c:7]([CH2:14][O:15][CH3:16])[c:8]1[O:9][C:10]([NH:11][CH3:12])=[O:13].